From a dataset of the Open Reaction Database (ORD), a public repository of structured organic reaction records. describe an organic reaction: reactants, conditions, products, and yield Yields the product Br.OCCCNC1=NC2=C(N1CC(=O)C1=CC=CC=C1)C=CC=C2 (2-(3-Hydroxypropylamino)-1-phenacylbenzimidazole hydrobromide). Procedure details: Heat at reflux for 5 to 6 hours a mixture of 1.91 g (10 mmol) of the compound obtained in Step A and 1.99 g (10 mmol) of phenacyl bromide in 20 ml of isopropanol. Cool. Collect the title compound precipitate by filtration and wash with acetone. Recrystallise from ethanol. RXN SMILES: [OH:1][CH2:2][CH2:3][CH2:4][NH:5][C:6]1[NH:7][C:8]2[CH:14]=[CH:13][CH:12]=[CH:11][C:9]=2[N:10]=1.[CH2:15]([Br:24])[C:16]([C:18]1[CH:23]=[CH:22][CH:21]=[CH:20][CH:19]=1)=[O:17]>C(O)(C)C>[BrH:24].[OH:1][CH2:2][CH2:3][CH2:4][NH:5][C:6]1[N:7]([CH2:15][C:16]([C:18]2[CH:23]=[CH:22][CH:21]=[CH:20][CH:19]=2)=[O:17])[C:8]2[CH:14]=[CH:13][CH:12]=[CH:11][C:9]=2[N:10]=1 |f:3.4|. Starting materials: OCCCNC=1NC2=C(N1)C=CC=C2 (2-(3-Hydroxypropylamino)benzimidazole), C(C(=O)C1=CC=CC=C1)Br (phenacyl bromide). The solvent is C(C)(C)O (isopropanol). Starting materials: ClCC(C)=O (chloroacetone), FC=1C=C(CN2C3=CC=C(C=C3C=3C[C@@H](CCC23)NC(C(C)C)=O)C(N)=S)C=CC1 ((R)-N-(9-(3-fluorobenzyl)-6-thiocarbamoyl-2,3,4,9-tetrahydro-1H-carbazol-3-yl)isobutyramide). The solvent is CN(C)C=O (DMF), O (water). The product is FC=1C=C(CN2C3=CC=C(C=C3C=3C[C@@H](CCC23)NC(C(C)C)=O)C=2SC=C(N2)C)C=CC1 ((R)-N-[9-(3-Fluorobenzyl)-6-(4-methylthiazol-2-yl)-2,3,4,9-tetrahydro-1H-carbazol-3-yl]isobutyramide). Yield: 85.1%. Reaction SMILES: Cl[CH2:2][C:3](=O)[CH3:4].[F:6][C:7]1[CH:8]=[C:9]([CH:33]=[CH:34][CH:35]=1)[CH2:10][N:11]1[C:23]2[CH2:22][CH2:21][C@@H:20]([NH:24][C:25](=[O:29])[CH:26]([CH3:28])[CH3:27])[CH2:19][C:18]=2[C:17]2[C:12]1=[CH:13][CH:14]=[C:15]([C:30](=[S:32])[NH2:31])[CH:16]=2>CN(C=O)C.O>[F:6][C:7]1[CH:8]=[C:9]([CH:33]=[CH:34][CH:35]=1)[CH2:10][N:11]1[C:23]2[CH2:22][CH2:21][C@@H:20]([NH:24][C:25](=[O:29])[CH:26]([CH3:27])[CH3:28])[CH2:19][C:18]=2[C:17]2[C:12]1=[CH:13][CH:14]=[C:15]([C:30]1[S:32][CH:2]=[C:3]([CH3:4])[N:31]=1)[CH:16]=2. Reported procedure: Combine chloroacetone (0.197 g, 2.13 mmol) and (R)-N-(9-(3-fluorobenzyl)-6-thiocarbamoyl-2,3,4,9-tetrahydro-1H-carbazol-3-yl)isobutyramide (Preparation 22) (0.300 g, 0.708 mmol) and heat at 80° C. in DMF under nitrogen for 2.5 h. Upon cooling, dilute the mixture with water and collect the precipitate by filtration. Slurry the precipitate in hot EtOAc to give 0.278 g of a yellow solid. MS (ES): m/z 462 (M+1); HPLC: Rt=3.33 min (100%).